This data is from the Open Reaction Database (ORD), a public repository of structured organic reaction records. The task is: describe an organic reaction: reactants, conditions, products, and yield Reactants: solution, FC1=C(C(=C(C(=C1)F)[N+](=O)[O-])F)F (1,2,3,5-tetrafluoro-4-nitrobenzene), IC1=CC(=C(N)C=C1)F (4-iodo-2-fluoro aniline). Run in C1CCOC1 (THF), C1CCOC1 (THF), C1CCOC1 (THF). Run at time 1 hour. Yields the product FC1=C(C=CC(=C1)I)NC1=C(C(=CC(=C1[N+](=O)[O-])F)F)F (2-fluoro-N-(2,3,5-trifluoro-6-nitrophenyl)-4-iodobenzeneamine). Isolated yield 69.5%. As a reaction SMILES: [I:1][C:2]1[CH:8]=[CH:7][C:5]([NH2:6])=[C:4]([F:9])[CH:3]=1.[F:10][C:11]1[CH:16]=[C:15]([F:17])[C:14]([N+:18]([O-:20])=[O:19])=[C:13](F)[C:12]=1[F:22]>C1COCC1>[F:9][C:4]1[CH:3]=[C:2]([I:1])[CH:8]=[CH:7][C:5]=1[NH:6][C:13]1[C:14]([N+:18]([O-:20])=[O:19])=[C:15]([F:17])[CH:16]=[C:11]([F:10])[C:12]=1[F:22]. Reported procedure: A solution of 4-iodo-2-fluoro aniline (3.64 g, 15.37 mmol) in dry THF (100 mL) was cooled to −78° C. in a dry ice-acetone bath under a nitrogen atmosphere. To this solution was added dropwise via syringe a 1 M solution of LHDMS in THF (15.4 mL). During the addition the solution turns green and the mixture was stirred at that temperature for an additional 1 h. The mixture was cooled and to it was then added dropwise a solution of 1,2,3,5-tetrafluoro-4-nitrobenzene (3 g, 15.37 mmol) in dry THF (10... Yield: 56.1%. Procedure: In 10 ml of toluene was dissolved 3.0 g (15.9 mmol) of ethyl 5-chloromethyl-2-furancarboxylate, followed by addition of 10 ml (71.5 mmol) of diisopropylamine. The mixture was heated at 100° C. for 48 hours. After cooling, the reaction mixture was filtered to remove the precipitate and the filtrate was concentrated under reduced pressure. The residue was then purified by silica gel column chromatography (chloroform-methanol =20:1) to give 2.26 g (56.1%) of ethyl 5-diisopropylaminomethyl-2-furanca... The product is C(C)(C)N(C(C)C)CC1=CC=C(O1)C(=O)OCC (ethyl 5-diisopropylaminomethyl-2-furancarboxylate). Starting materials: ClCC1=CC=C(O1)C(=O)OCC (ethyl 5-chloromethyl-2-furancarboxylate), C(C)(C)NC(C)C (diisopropylamine). RXN SMILES: Cl[CH2:2][C:3]1[O:7][C:6]([C:8]([O:10][CH2:11][CH3:12])=[O:9])=[CH:5][CH:4]=1.[CH:13]([NH:16][CH:17]([CH3:19])[CH3:18])([CH3:15])[CH3:14]>C1(C)C=CC=CC=1>[CH:13]([N:16]([CH2:2][C:3]1[O:7][C:6]([C:8]([O:10][CH2:11][CH3:12])=[O:9])=[CH:5][CH:4]=1)[CH:17]([CH3:19])[CH3:18])([CH3:15])[CH3:14]. Conditions: temperature 100 celsius. Solvent: C1(=CC=CC=C1)C (toluene). The reactants are C(CC(=O)OCC)(=O)OCC (diethyl malonate), C(=O)=O.CC(=O)C (dry ice acetone), [Mg] (magnesium), FC=1C=C2C(C(CN(C2=CC1)C1=CC=C(C=C1)F)(C(=O)O)N1C(CNCC1)C1=CSC=C1)=O (1,4-Dihydro-6-fluoro-1-(4-fluorophenyl)-4-oxo-3-[(3-thienyl)-1-piperazinyl]-3-quinolinecarboxylic acid), FC1=C(C(=C(C(=C1C(=O)Cl)F)F)F)F (pentafluorobenzoyl chloride). Run in C(C)O (ethanol), CCOCC (ether), C(C)O (ethanol), C(Cl)(Cl)(Cl)Cl (carbon tetrachloride), CCOCC (ether). Product: FC1=C(C(=C(C(=C1C(=O)C(C(=O)OCC)C(=O)OCC)F)F)F)F ((pentafluorobenzoyl)propanedioic acid, diethyl ester). The yield is 99.6%. RXN SMILES: [Mg].FC1C=C2C(=CC=1)N(C1C=CC(F)=CC=1)CC(N1CCNCC1C1C=CSC=1)(C(O)=O)C2=O.[C:35]([O:43][CH2:44][CH3:45])(=[O:42])[CH2:36][C:37]([O:39][CH2:40][CH3:41])=[O:38].C(=O)=O.CC(C)=O.[F:53][C:54]1[C:59]([C:60](Cl)=[O:61])=[C:58]([F:63])[C:57]([F:64])=[C:56]([F:65])[C:55]=1[F:66]>C(O)C.CCOCC.C(Cl)(Cl)(Cl)Cl>[F:53][C:54]1[C:59]([C:60]([CH:36]([C:37]([O:39][CH2:40][CH3:41])=[O:38])[C:35]([O:43][CH2:44][CH3:45])=[O:42])=[O:61])=[C:58]([F:63])[C:57]([F:64])=[C:56]([F:65])[C:55]=1[F:66] |f:3.4|. Reported procedure: A 7.35 g portion of magnesium chips, 1 5 ml of carbon tetrachloride and 15 ml of absolute ethanol were added to a dry flask. A solution of 48.1 g of diethyl malonate in 30 ml of absolute ethanol and 120 ml of anhydrous ether was added dropwise over a one hour period. When addition was complete, the mixture was stirred at reflux for 3 hours then cooled to -10° C. with dry ice/acetone. A solution of 70 g of pentafluorobenzoyl chloride in 120 ml of ether was added over 2 hours, maintaining the temp...